This data is from the Open Reaction Database (ORD), a public repository of structured organic reaction records. The task is: describe an organic reaction: reactants, conditions, products, and yield The reactants are COc1ccc(-c2nc(-c3ccccc3)ccc2C(=O)O)cc1OC, O=S(Cl)Cl. Product: COc1ccc(-c2nc(-c3ccccc3)ccc2C(=O)Cl)cc1OC. RXN SMILES: [CH3:1][O:2][c:3]1[cH:4][c:5](-[c:11]2[c:12]([C:13](=[O:14])[OH:15])[cH:16][cH:17][c:18](-[c:20]3[cH:21][cH:22][cH:23][cH:24][cH:25]3)[n:19]2)[cH:6][cH:7][c:8]1[O:9][CH3:10].[S:26]([Cl:27])([Cl:28])=[O:29]>>[CH3:1][O:2][c:3]1[cH:4][c:5](-[c:11]2[c:12]([C:13](=[O:14])[Cl:28])[cH:16][cH:17][c:18](-[c:20]3[cH:21][cH:22][cH:23][cH:24][cH:25]3)[n:19]2)[cH:6][cH:7][c:8]1[O:9][CH3:10]. The reactants are C[Si](C#CB1OC(C(O1)(C)C)(C)C)(C)C (trimethyl[(4,4,5,5-tetramethyl-1,3,2-dioxaborolan-2-yl)ethynyl]silane), O\N=C(\C)/Cl ((1Z)—N-hydroxyethanimidoyl chloride), C(O)([O-])=O.[K+] (potassium hydrogen carbonate). Run in COCCOC (1,2-dimethoxyethane). Reaction conditions: temperature 50 celsius, time 16 hour. Yields the product CC1=NOC(=C1B1OC(C(O1)(C)C)(C)C)[Si](C)(C)C (3-methyl-4-(4,4,5,5-tetramethyl-1,3,2-dioxaborolan-2-yl)-5-(trimethylsilyl)isoxazole). Reaction SMILES: [CH3:1][Si:2]([CH3:15])([CH3:14])[C:3]#[C:4][B:5]1[O:9][C:8]([CH3:11])([CH3:10])[C:7]([CH3:13])([CH3:12])[O:6]1.[OH:16]/[N:17]=[C:18](\Cl)/[CH3:19].C(=O)([O-])O.[K+]>COCCOC>[CH3:19][C:18]1[C:4]([B:5]2[O:9][C:8]([CH3:10])([CH3:11])[C:7]([CH3:13])([CH3:12])[O:6]2)=[C:3]([Si:2]([CH3:14])([CH3:15])[CH3:1])[O:16][N:17]=1 |f:2.3|. Procedure: To a solution of trimethyl[(4,4,5,5-tetramethyl-1,3,2-dioxaborolan-2-yl)ethynyl]silane (240 g, 1.07 mol) in 1,2-dimethoxyethane (8000 mL) was added (1Z)—N-hydroxyethanimidoyl chloride (120 g, 1.28 mol) and potassium hydrogen carbonate (214.4 g, 2.141 mol). The reaction mixture was heated to 50° C. After 16 hours, the reaction mixture was filtered and concentrated under reduced pressure. The residue was purified via chromatography on silica gel (10% ethyl acetate/hexanes, linear gradient) to affo... Reactants: S1N=C(C2=C1C=CC=C2)N2CCN(CC2)CCC=2C=C1CC(NC1=CC2Cl)=O (5-[2-[4-(1,2-benzisothiazol-3-yl)-1-piperazinyl]ethyl]-6-chloro-1,3-dihydro-2H-indol-2-one), [Al] (aluminum), CS(=O)(=O)O (Methanesulfonic acid). The solvent is O (water). Conditions: temperature 52.5 celsius. The product is O.O.CS(=O)(=O)O.S1N=C(C2=C1C=CC=C2)N2CCN(CC2)CCC=2C=C1CC(NC1=CC2Cl)=O (5-[2-[4-(1,2-benzisothiazol-3-yl)-1-piperazinyl]ethyl]-6-chloro-1,3-dihydro-2H-indol-2one Methanesulfonate Dihydrate). RXN SMILES: [S:1]1[C:5]2[CH:6]=[CH:7][CH:8]=[CH:9][C:4]=2[C:3]([N:10]2[CH2:15][CH2:14][N:13]([CH2:16][CH2:17][C:18]3[CH:19]=[C:20]4[C:24](=[CH:25][C:26]=3[Cl:27])[NH:23][C:22](=[O:28])[CH2:21]4)[CH2:12][CH2:11]2)=[N:2]1.[Al].[CH3:30][S:31]([OH:34])(=[O:33])=[O:32]>O>[OH2:28].[OH2:32].[CH3:30][S:31]([OH:34])(=[O:33])=[O:32].[S:1]1[C:5]2[CH:6]=[CH:7][CH:8]=[CH:9][C:4]=2[C:3]([N:10]2[CH2:11][CH2:12][N:13]([CH2:16][CH2:17][C:18]3[CH:19]=[C:20]4[C:24](=[CH:25][C:26]=3[Cl:27])[NH:23][C:22](=[O:28])[CH2:21]4)[CH2:14][CH2:15]2)=[N:2]1 |f:4.5.6.7|. Reported procedure: A slurry was produced by charging 25 g of 5-[2-[4-(1,2-benzisothiazol-3-yl)-1-piperazinyl]ethyl]-6-chloro-1,3-dihydro-2H-indol-2-one and 375 mL of water to a 500 mL, three-neck, round-bottom flask equipped with a heating mantle, an overhead mechanical stirrer, a condenser, and a temperature probe. The flask contents were protected from light with an aluminum foil cover. The slurry was heated to 50-55° C. while stirring. Methanesulfonic acid (5 mL) was added slowly through a dropping funnel to th... The reactants are FC1=CC2=C(NC(CO2)=O)C=C1 (7-Fluoro-2H-1,4-benzoxazin-3(4H)-one), ICl (iodine monochloride), S([O-])(O)=O.[Na+] (sodium bisulfite). Run in C(C)(=O)O (acetic acid). The product is IC=1C(=CC2=C(NC(CO2)=O)C1)F (6-Iodo-7-fluoro-2H-1,4-benzoxazin-3(4H)-one). Yield: 94.9%. Reaction SMILES: [F:1][C:2]1[CH:12]=[CH:11][C:5]2[NH:6][C:7](=[O:10])[CH2:8][O:9][C:4]=2[CH:3]=1.[I:13]Cl.S(=O)(O)[O-].[Na+]>C(O)(=O)C>[I:13][C:12]1[C:2]([F:1])=[CH:3][C:4]2[O:9][CH2:8][C:7](=[O:10])[NH:6][C:5]=2[CH:11]=1 |f:2.3|. Procedure details: 7-Fluoro-2H-1,4-benzoxazin-3(4H)-one (15.8 g) was mixed with iodine monochloride (15.6 g) in acetic acid (150 ml) and heated to reflux for 36 h. The cooled mixture was treated with saturated aqueous sodium bisulfite until the color was dissipated. The solid was filtered and washed well with water. The solid was air dried and dried further by dissolution in dimethylformamide (100 ml) and evaporated to dryness under reduced pressure to give the desired product (26.3 g) contaminated with some start... Starting materials: C(C1=CC=CC=C1)OC1=C(C(=O)O)C=C(C(=C1)OCC1=CC=CC=C1)C(C)C (2,4-bis-benzyloxy-5-isopropylbenzoic acid), C(C(=O)Cl)(=O)Cl (oxalylchloride), C(O)([O-])=O.[Na+] (sodium hydrogencarbonate), C1COCCN1C2=CC=C(C=C2)N (4-(4-morpholino)aniline). The reagents and catalysts are CN(C=O)C (dimethylformamide). Solvent: ClCCl (dichloromethane), ClCCl (Dichloromethane), O1CCCC1 (tetrahydrofuran), N1=CC=CC=C1 (pyridine). Run at time 8 hour. Product: C(C1=CC=CC=C1)OC1=C(C(=O)NC2=CC=C(C=C2)N2CCOCC2)C=C(C(=C1)OCC1=CC=CC=C1)C(C)C (2,4-bis-benzyloxy-5-isopropyl-N-[4-(morpholin-4-yl)-phenyl]benzamide). The yield is 86.7%. As a reaction SMILES: [CH2:1]([O:8][C:9]1[CH:17]=[C:16]([O:18][CH2:19][C:20]2[CH:25]=[CH:24][CH:23]=[CH:22][CH:21]=2)[C:15]([CH:26]([CH3:28])[CH3:27])=[CH:14][C:10]=1[C:11](O)=[O:12])[C:2]1[CH:7]=[CH:6][CH:5]=[CH:4][CH:3]=1.C(Cl)(=O)C(Cl)=O.[CH2:35]1[N:40]([C:41]2[CH:46]=[CH:45][C:44]([NH2:47])=[CH:43][CH:42]=2)[CH2:39][CH2:38][O:37][CH2:36]1.C(=O)([O-])O.[Na+]>O1CCCC1.N1C=CC=CC=1.CN(C)C=O.ClCCl>[CH2:1]([O:8][C:9]1[CH:17]=[C:16]([O:18][CH2:19][C:20]2[CH:25]=[CH:24][CH:23]=[CH:22][CH:21]=2)[C:15]([CH:26]([CH3:27])[CH3:28])=[CH:14][C:10]=1[C:11]([NH:47][C:44]1[CH:43]=[CH:42][C:41]([N:40]2[CH2:35][CH2:36][O:37][CH2:38][CH2:39]2)=[CH:46][CH:45]=1)=[O:12])[C:2]1[CH:7]=[CH:6][CH:5]=[CH:4][CH:3]=1 |f:3.4|. Procedure: A dichloromethane (30 mL) solution of 2,4-bis-benzyloxy-5-isopropylbenzoic acid (F370-IM1, 2 g, 5.31 mmol) was mixed with dimethylformamide (0.053 mL, 0.05 mmol) and oxalylchloride (0.61 mL, 6.38 mmol) under ice cold conditions and the mixture was stirred at room temperature overnight. The reaction mixture was concentrated under reduced pressure, and the residue thus obtained was dissolved in tetrahydrofuran (30 mL) and pyridine (10 mL). To the solution was added 4-(4-morpholino)aniline (1.04 g,... The reactants are C(C)OP(OCC)(=O)CC1=CC=C(C=C1)C#N ((4-cyano-benzyl)-phosphonic acid diethyl ester), [H-].[Na+] (NaH), CN1CCC(CC1)=O (1-Methyl-piperidin-4-one). Run in C1CCOC1 (THF), C1CCOC1 (THF). Reaction conditions: time 2 hour. The product is CN1CCC(CC1)=CC1=CC=C(C#N)C=C1 (4-(1-methyl-piperidin-4-ylidenemethyl)-benzonitrile). Yield: 41.8%. RXN SMILES: [CH3:1][N:2]1[CH2:7][CH2:6][C:5](=O)[CH2:4][CH2:3]1.C(OP([CH2:17][C:18]1[CH:23]=[CH:22][C:21]([C:24]#[N:25])=[CH:20][CH:19]=1)(=O)OCC)C.[H-].[Na+]>C1COCC1>[CH3:1][N:2]1[CH2:7][CH2:6][C:5](=[CH:17][C:18]2[CH:23]=[CH:22][C:21]([C:24]#[N:25])=[CH:20][CH:19]=2)[CH2:4][CH2:3]1 |f:2.3|. Procedure: 1-Methyl-piperidin-4-one (500 mg, 4.42 mmol) was dissolved in THF (10 ml) and added dropwise to a stirred mixture of (4-cyano-benzyl)-phosphonic acid diethyl ester (1.12 g, 4.42 mmol) and NaH (60% oil dispersion, 212 mg, 5.30 mmol) in THF (10 ml) under N2. The solution was stirred at room temperature for 2 h, then partitioned between water and AcOEt. The organic phase was dried over Na2SO4 and evaporated in vacuo. The crude mixture was purified by silica gel chromatography (DCM/MeOH/NH4OH 95:5:0... The reactants are O1[C@H](CCC1)C(=O)O ((R)-tetrahydrofuran-2-carboxylic acid), C(=O)(C=1NC=CN1)C=1NC=CN1 (carbonyl diimidazole), CNCC1=NSC(=N1)N (3-(N-methylaminomethyl)[1,2,4]thiadiazol-5-ylamine). The solvent is CN(C)C=O (DMF), CN(C)C=O (DMF), O (water). Run at time 2 hour. Yields the product NC1=NC(=NS1)CN(C(=O)[C@@H]1OCCC1)C ((R)-tetrahydro-furan-2-carboxylic acid (5-amino-[1,2,4]thiadiazol-3-ylmethyl)-methyl-amide). Isolated yield 56.6%. RXN SMILES: [O:1]1[CH2:5][CH2:4][CH2:3][C@@H:2]1[C:6]([OH:8])=O.C(C1NC=CN=1)(C1NC=CN=1)=O.[CH3:21][NH:22][CH2:23][C:24]1[N:28]=[C:27]([NH2:29])[S:26][N:25]=1>CN(C=O)C.O>[NH2:29][C:27]1[S:26][N:25]=[C:24]([CH2:23][N:22]([CH3:21])[C:6]([C@H:2]2[CH2:3][CH2:4][CH2:5][O:1]2)=[O:8])[N:28]=1. Procedure: To a solution of (R)-tetrahydrofuran-2-carboxylic acid (5.0 g, 43 mmol) in DMF (100 mL) was added carbonyl diimidazole (7.68 g, 47 mmol) at 0 C under N2. After 2 hours agitation at 0 C, the product obtained from Step 1 (7.0 g, 49 mmol) in DMF (20 mL) was added and the mixture was stirred at room temperature overnight. The reaction mixture was then diluted with water (800 mL), extracted with EA (10×200 mL). The combined organic layers were washed twice with brine (100 mL) and concentrated. The re...